From a dataset of the Open Reaction Database (ORD), a public repository of structured organic reaction records. describe an organic reaction: reactants, conditions, products, and yield Starting materials: O=C(Cc1ccccc1)N1CCc2cc(Br)ccc21, Nc1ncnc2[nH]nc(Br)c12, C1COCCO1, CC(=O)[O-], [K+], [Na+], O=C([O-])O. The product is Nc1ncnc2[nH]nc(-c3ccc4c(c3)CCN4C(=O)Cc3ccccc3)c12. RXN SMILES: [Br:1][c:2]1[cH:3][c:4]2[c:8]([cH:9][cH:10]1)[N:7]([C:11]([CH2:12][c:13]1[cH:14][cH:15][cH:16][cH:17][cH:18]1)=[O:19])[CH2:6][CH2:5]2.[Br:25][c:26]1[n:27][nH:28][c:29]2[n:30][cH:31][n:32][c:33]([NH2:35])[c:34]12.[CH2:41]1[O:42][CH2:43][CH2:44][O:45][CH2:46]1.[CH3:21][C:22](=[O:23])[O-:24].[K+:20].[Na+:40].[O-:36][C:37]([OH:38])=[O:39]>>[c:2]1(-[c:26]2[n:27][nH:28][c:29]3[n:30][cH:31][n:32][c:33]([NH2:35])[c:34]23)[cH:3][c:4]2[c:8]([cH:9][cH:10]1)[N:7]([C:11]([CH2:12][c:13]1[cH:14][cH:15][cH:16][cH:17][cH:18]1)=[O:19])[CH2:6][CH2:5]2. Starting materials: CC(C)(C)C1(OC1)CO (2-(1,1-dimethylethyl)-2-oxiranemethanol), [H-].[Al+3].[Li+].[H-].[H-].[H-] (lithium aluminum hydride). Run in C(C)OCC (ethyl ether), C(C)OCC (ethyl ether). Reaction conditions: time 30 minute. Product: C[C@](CO)(C(C)(C)C)O ((R)-2,3,3-trimethyl-1,2-butanediol). Isolated yield 64.1%. As a reaction SMILES: [CH3:1][C:2]([C:5]1([CH2:8][OH:9])[CH2:7][O:6]1)([CH3:4])[CH3:3].[H-].[Al+3].[Li+].[H-].[H-].[H-]>C(OCC)C>[CH3:7][C@@:5]([OH:6])([C:2]([CH3:4])([CH3:3])[CH3:1])[CH2:8][OH:9] |f:1.2.3.4.5.6|. Procedure details: A solution of 2-(1,1-dimethylethyl)-2-oxiranemethanol (2.3 g, 17.7 mmol) in ethyl ether (10 ml) was added to a suspension of lithium aluminum hydride (1.477 g, 38.9 mmol) in ethyl ether (100 ml) at -5° C. and stirred at room temperature for 30 minutes. The mixture was cooled to 0° C., quenched with 10% aqueous sulfuric acid saturated with sodium sulfate. The aqueous layer was extracted with ethyl acetate and the combined extracts were washed with saturated sodium bicarbonate and brine and dried ... Starting materials: FC1(CCC(CC1)C(=O)N)F (4,4-difluorocyclohexanecarboxamide), [Li+].[BH4-] (LiBH4), ice water. The solvent is C1CCOC1 (THF). Reaction conditions: time 8 hour. The product is FC1(CCC(CC1)CN)F ((4,4-difluorocyclohexyl)methanamine). Yield: 41.3%. As a reaction SMILES: [F:1][C:2]1([F:11])[CH2:7][CH2:6][CH:5]([C:8]([NH2:10])=O)[CH2:4][CH2:3]1.[Li+].[BH4-]>C1COCC1>[F:1][C:2]1([F:11])[CH2:7][CH2:6][CH:5]([CH2:8][NH2:10])[CH2:4][CH2:3]1 |f:1.2|. Procedure: To a solution of compound 4,4-difluorocyclohexanecarboxamide (1.8 g, 13 mmol) in 100 mL THF was added LiBH4 (1.1 g, 50 mmol) under N2 stirred for overnight. Then the reaction mixture was refluxed for 4 h. After cooled to r.t, it was poured into ice-water slowly. After filtration, the product was extracted with DCM from filtrate. Combined organic layers washed with water, brine, dried over Na2SO4, filtered and condensed to afford compound (4,4-difluorocyclohexyl)methanamine (0.8 g, crude) as a co... Starting materials: C(C)(=O)O (acetic acid), [OH-].[K+] (Potassium hydroxide), C(C)(=O)SCCC(=O)N1C(SC(=N1)C1=CC=C(C=C1)C(F)(F)F)C(=O)OCC1=CC=CC=C1 (Benzyl 3-[3-acetylthio-1-oxopropYl]-2,3-dihydro-5-[4(trifluoromethyl)phenyl]-1,3,4-thiadiazole-2-carboxylate). The solvent is O (water), CO (methanol), CO (methanol). Conditions: time 2 hour. Product: SCCC(=O)N1C(SC(=N1)C1=CC=C(C=C1)C(F)(F)F)C(=O)O (2,3-Dihydro-3-(3-mercapto-1-oxopropyl)-5-[4-(trifluoromethyl)phenyl]-1,3,4-thiadiazole-2-carboxylic acid). RXN SMILES: [OH-].[K+].C([S:6][CH2:7][CH2:8][C:9]([N:11]1[N:15]=[C:14]([C:16]2[CH:21]=[CH:20][C:19]([C:22]([F:25])([F:24])[F:23])=[CH:18][CH:17]=2)[S:13][CH:12]1[C:26]([O:28]CC1C=CC=CC=1)=[O:27])=[O:10])(=O)C.C(O)(=O)C>CO.O>[SH:6][CH2:7][CH2:8][C:9]([N:11]1[N:15]=[C:14]([C:16]2[CH:17]=[CH:18][C:19]([C:22]([F:25])([F:24])[F:23])=[CH:20][CH:21]=2)[S:13][CH:12]1[C:26]([OH:28])=[O:27])=[O:10] |f:0.1|. Reported procedure: Potassium hydroxide in methanol (1M, 4.9 ml) was added to a solution of the product from step c) (0.81 g) in methanol (10 ml) and water (5 ml). The mixture was stirred under an atmosphere of nitrogen for 2 hours. Glacial acetic acid was added and the solvent was removed under reduced pressure The product was purified by flash chromatography using 1% acetic acid/99% ethyl acetate as eluent to yield the title compound (0.23 g) as a fawn solid. mp softens 93°-75°. The reactants are O1C(C(=O)OC)C1C1CCCCC1 (racemic methyl 2,3-epoxy-3-cyclohexylpropionate), tris-HCl, [OH-].[Na+] (sodium hydroxide). Run in C1(=CC=CC=C1)C (toluene). Reaction conditions: time 48 hour. Yields the product O1[C@@H](C(=O)O)[C@@H]1C1CCCCC1 ((2R,3S)-2,3-epoxy-3-cyclohexylpropionic acid). Reaction SMILES: [O:1]1[CH:7]([CH:8]2[CH2:13][CH2:12][CH2:11][CH2:10][CH2:9]2)[CH:2]1[C:3]([O:5]C)=[O:4].[OH-].[Na+]>C1(C)C=CC=CC=1>[O:1]1[C@@H:7]([CH:8]2[CH2:9][CH2:10][CH2:11][CH2:12][CH2:13]2)[C@@H:2]1[C:3]([OH:5])=[O:4] |f:1.2|. Reported procedure: 500 ml of toluene containing 100 g of racemic methyl 2,3-epoxy-3-cyclohexylpropionate, was added to 500 ml of a 1M tris-HCl buffer solution (pH 8.0) containing lipase (derived from hog pancreas, manufactured by Wako Pure Chemical Industries, Ltd.) in a concentration of 5 g/l, and asymmetric hydrolysis reaction was carried out at 30° C. for 48 hours at a stirring speed of 600 rpm. After the reaction, a 1N sodium hydroxide aqueous solution was added to the reaction solution to adjust the pH of the... The reactants are CCOC(C)=O, CNOC, CCN(C(C)C)C(C)C, O=C(Cl)c1ccc(Cl)c(Cl)c1, Cl, O. Product: CON(C)C(=O)c1ccc(Cl)c(Cl)c1. As a reaction SMILES: [CH3:27][CH2:28][O:29][C:30]([CH3:31])=[O:32].[CH3:2][NH:3][O:4][CH3:5].[CH:17]([N:18]([CH2:19][CH3:20])[CH:21]([CH3:22])[CH3:23])([CH3:24])[CH3:25].[Cl:6][c:7]1[cH:8][c:9]([C:10](=[O:11])[Cl:12])[cH:13][cH:14][c:15]1[Cl:16].[ClH:1].[OH2:26]>>[CH3:2][N:3]([O:4][CH3:5])[C:10]([c:9]1[cH:8][c:7]([Cl:6])[c:15]([Cl:16])[cH:14][cH:13]1)=[O:11].